This data is from the Open Reaction Database (ORD), a public repository of structured organic reaction records. The task is: describe an organic reaction: reactants, conditions, products, and yield Reactants: Cc1ccc(S(=O)(=O)O)cc1, CC(C)OC(=O)CCCCCOc1cc2c(cc1N)nc(-c1ccccc1)n2-c1ccccc1, [Cl-]. The product is Cc1ccc(S(=O)(=O)Nc2cc3nc(-c4ccccc4)n(-c4ccccc4)c3cc2OCCCCCC(=O)OC(C)C)cc1. Reaction SMILES: [CH3:36][c:37]1[cH:38][cH:39][c:40]([S:43](=[O:44])(=[O:45])[OH:46])[cH:41][cH:42]1.[CH:1]([CH3:2])([CH3:3])[O:4][C:5]([CH2:6][CH2:7][CH2:8][CH2:9][CH2:10][O:11][c:12]1[c:13]([NH2:33])[cH:14][c:15]2[c:16]([n:17](-[c:26]3[cH:27][cH:28][cH:29][cH:30][cH:31]3)[c:18](-[c:20]3[cH:21][cH:22][cH:23][cH:24][cH:25]3)[n:19]2)[cH:32]1)=[O:34].[Cl-:35]>>[CH:1]([CH3:2])([CH3:3])[O:4][C:5]([CH2:6][CH2:7][CH2:8][CH2:9][CH2:10][O:11][c:12]1[c:13]([NH:33][S:43]([c:40]2[cH:39][cH:38][c:37]([CH3:36])[cH:42][cH:41]2)(=[O:44])=[O:45])[cH:14][c:15]2[c:16]([n:17](-[c:26]3[cH:27][cH:28][cH:29][cH:30][cH:31]3)[c:18](-[c:20]3[cH:21][cH:22][cH:23][cH:24][cH:25]3)[n:19]2)[cH:32]1)=[O:34]. Starting materials: N([C@@H](CCC(NC(C1=CC=C(C)C=C1)(C1=CC=CC=C1)C1=CC=CC=C1)=O)C(=O)O)C(=O)OCC1=CC=CC=C1 (Z-Gln(Mtt)OH), O (water). The reagents and catalysts are [Pd] (palladium on carbon). Run in CO (methanol), Cl (hydrochloric acid). The product is N[C@@H](CCC(NC(C1=CC=C(C)C=C1)(C1=CC=CC=C1)C1=CC=CC=C1)=O)C(=O)O (H-Gln(Mtt)OH). The yield is 85.0%. Reaction SMILES: [NH:1](C(OCC1C=CC=CC=1)=O)[C@H:2]([C:28]([OH:30])=[O:29])[CH2:3][CH2:4][C:5](=[O:27])[NH:6][C:7]([C:21]1[CH:26]=[CH:25][CH:24]=[CH:23][CH:22]=1)([C:15]1[CH:20]=[CH:19][CH:18]=[CH:17][CH:16]=1)[C:8]1[CH:14]=[CH:13][C:11]([CH3:12])=[CH:10][CH:9]=1.O>CO.Cl.[Pd]>[NH2:1][C@H:2]([C:28]([OH:30])=[O:29])[CH2:3][CH2:4][C:5](=[O:27])[NH:6][C:7]([C:15]1[CH:20]=[CH:19][CH:18]=[CH:17][CH:16]=1)([C:21]1[CH:26]=[CH:25][CH:24]=[CH:23][CH:22]=1)[C:8]1[CH:14]=[CH:13][C:11]([CH3:12])=[CH:10][CH:9]=1. Procedure: A suspension of 107.3 g Z-Gln(Mtt)OH (200 mM) in 800 ml methanol and 200 ml IN hydrochloric acid is hydrogenated at room temperature and normal pressure in the presence of 0.4 g palladium on carbon (10%) catalyst. On completion of the hydrogen uptake the catalyst is filtered off, washed with methanol and the filtrate, after addition of 27.9 ml triethylamine (200 mM) and 200 ml water, concentrated to a volume of about 600 ml. The formed crystalline precipitate is filtered off and washed with wate... The reactants are COC=1C(=C(CC2=CC(=C(C(=O)N3CCCCC3)C=C2)OCC2=CC=CC=C2)C(=C(C1OC)OC)OC)C (N-[4-(3,4,5,6-Tetramethoxy-2-methylbenzyl)-2-benzyloxybenzoyl]piperidine), O=[N+]([O-])[O-].[O-][N+]([O-])=O.[O-][N+]([O-])=O.[O-][N+]([O-])=O.[O-][N+]([O-])=O.[O-][N+]([O-])=O.[Ce+4].[NH4+].[NH4+] (CAN). The solvent is O (water), C(C)#N (acetonitrile), O (water). The product is COC=1C(C(=C(C(C1OC)=O)CC1=CC(=C(C(=O)N2CCCCC2)C=C1)OCC1=CC=CC=C1)C)=O (N-[4-(5,6-Dimethoxy-3-methyl-1,4-benzoquinon-2-yl)methyl-2-benzyloxybenzoyl]piperidine). The yield is 69.9%. As a reaction SMILES: C[O:2][C:3]1[C:4]([CH3:38])=[C:5]([C:29]([O:36]C)=[C:30]([O:34][CH3:35])[C:31]=1[O:32][CH3:33])[CH2:6][C:7]1[CH:20]=[CH:19][C:10]([C:11]([N:13]2[CH2:18][CH2:17][CH2:16][CH2:15][CH2:14]2)=[O:12])=[C:9]([O:21][CH2:22][C:23]2[CH:28]=[CH:27][CH:26]=[CH:25][CH:24]=2)[CH:8]=1.O=[N+]([O-])[O-].[O-][N+](=O)[O-].[O-][N+](=O)[O-].[O-][N+](=O)[O-].[O-][N+](=O)[O-].[O-][N+](=O)[O-].[Ce+4].[NH4+].[NH4+]>C(#N)C.O>[CH3:33][O:32][C:31]1[C:3](=[O:2])[C:4]([CH3:38])=[C:5]([CH2:6][C:7]2[CH:20]=[CH:19][C:10]([C:11]([N:13]3[CH2:14][CH2:15][CH2:16][CH2:17][CH2:18]3)=[O:12])=[C:9]([O:21][CH2:22][C:23]3[CH:24]=[CH:25][CH:26]=[CH:27][CH:28]=3)[CH:8]=2)[C:29](=[O:36])[C:30]=1[O:34][CH3:35] |f:1.2.3.4.5.6.7.8.9|. Reported procedure: N-[4-(3,4,5,6-Tetramethoxy-2-methylbenzyl)-2-benzyloxybenzoyl]piperidine (129 mg, 0.2485 mmol) was dissolved in a mixed solution of acetonitrile (15 ml) and water (5 ml) and after adding thereto CAN (341 mg, 0.6222 mmol) at room temperature, the solution was stirred at room temperature for 1 hour. The reaction solution was diluted with water and then extracted with ether. The extract was washed with water and then dried, and the solvent was removed by distillation. The residue was purified by fl... Procedure: Prepared by a method analogous to that of Example 1(a) from 7.0 g (24 mmol) of 2-(3-nitrobenzylidene)-acetoacetic acid isobutylester and 8.0 g (24 mmol) of 3-amino-crotonic acid-(6-phthalimidohexyl)ester. 14.6 g (quantitative) of an orange yellow oil which is used for further reactions without purification. The reactants are C(C(C)C)OC(C(C(=O)C)=CC1=CC(=CC=C1)[N+](=O)[O-])=O (2-(3-nitrobenzylidene)-acetoacetic acid isobutylester), C1(C=2C(C(N1CCCCCCOC(\C=C(\C)/N)=O)=O)=CC=CC2)=O (3-amino-crotonic acid-(6-phthalimidohexyl)ester). Reaction SMILES: [CH2:1]([O:5][C:6](=[O:21])[C:7](=[CH:11][C:12]1[CH:17]=[CH:16][CH:15]=[C:14]([N+:18]([O-:20])=[O:19])[CH:13]=1)[C:8]([CH3:10])=O)[CH:2]([CH3:4])[CH3:3].[C:22]1(=[O:45])[N:26]([CH2:27][CH2:28][CH2:29][CH2:30][CH2:31][CH2:32][O:33][C:34](=[O:39])/[CH:35]=[C:36](\[NH2:38])/[CH3:37])[C:25](=[O:40])[C:24]2=[CH:41][CH:42]=[CH:43][CH:44]=[C:23]12>>[CH3:10][C:8]1[NH:38][C:36]([CH3:37])=[C:35]([C:34]([O:33][CH2:32][CH2:31][CH2:30][CH2:29][CH2:28][CH2:27][N:26]2[C:22](=[O:45])[C:23]3=[CH:44][CH:43]=[CH:42][CH:41]=[C:24]3[C:25]2=[O:40])=[O:39])[CH:11]([C:12]2[CH:17]=[CH:16][CH:15]=[C:14]([N+:18]([O-:20])=[O:19])[CH:13]=2)[C:7]=1[C:6]([O:5][CH2:1][CH:2]([CH3:4])[CH3:3])=[O:21]. Yields the product CC=1NC(=C(C(C1C(=O)OCC(C)C)C1=CC(=CC=C1)[N+](=O)[O-])C(=O)OCCCCCCN1C(C=2C(C1=O)=CC=CC2)=O)C (1,4-Dihydro-2,6-dimethyl-3-isobutoxycarbonyl-4-(3-nitrophenyl)-5-(6-phthalimido-hexyloxy)carbonyl-pyridine). The reactants are Cc1ccnc(OCc2ccc(Br)cc2)c1, [Li]CCCC, C1CCOC1, O. Product: Cc1ccnc(OCc2ccc(C=O)cc2)c1. As a reaction SMILES: [Br:6][c:7]1[cH:8][cH:9][c:10]([CH2:11][O:12][c:13]2[n:14][cH:15][cH:16][c:17]([CH3:19])[cH:18]2)[cH:20][cH:21]1.[CH2:22]([Li:23])[CH2:24][CH2:25][CH3:26].[O:1]1[CH2:2][CH2:5][CH2:4][CH2:3]1.[OH2:27]>>[O:1]=[CH:2][c:7]1[cH:8][cH:9][c:10]([CH2:11][O:12][c:13]2[n:14][cH:15][cH:16][c:17]([CH3:19])[cH:18]2)[cH:20][cH:21]1. The reactants are C(CCl)Cl (EDC), C(C)(C)N(CC)C(C)C (diisopropylethylamine), Formula 205, CC1=CC=C(C(=O)N2C(CCCC2)C(=O)O)C=C1 (1-(4-methyl-benzoyl)-piperidine-2-carboxylic acid), C(C1=CC=CC=C1)NC(=O)C1=C(C=C(C=C1)Cl)[NH-] (2-benzylcarbamoyl-5-chloro-phenyl-amide), C(C1=CC=CC=C1)N (benzylamine). Reaction conditions: time 20 minute. Yields the product C(C1=CC=CC=C1)N1C(=NC2=CC(=CC=C2C1=O)Cl)C1N(CCCC1)C(C1=CC=C(C=C1)C)=O (3-Benzyl-7-chloro-2-[1-(4-methyl-benzoyl)-piperidin-2-yl]-3H -quinazolin-4-one). The yield is 47.0%. Reaction SMILES: C(Cl)CCl.C(N(C(C)C)CC)(C)C.C(N)C1C=CC=CC=1.[CH3:22][C:23]1[CH:39]=[CH:38][C:26]([C:27]([N:29]2[CH2:34][CH2:33][CH2:32][CH2:31][CH:30]2[C:35](O)=O)=[O:28])=[CH:25][CH:24]=1.[CH2:40]([NH:47][C:48]([C:50]1[CH:55]=[CH:54][C:53]([Cl:56])=[CH:52][C:51]=1[NH-:57])=[O:49])[C:41]1[CH:46]=[CH:45][CH:44]=[CH:43][CH:42]=1>>[CH2:40]([N:47]1[C:48](=[O:49])[C:50]2[C:51](=[CH:52][C:53]([Cl:56])=[CH:54][CH:55]=2)[N:57]=[C:35]1[CH:30]1[CH2:31][CH2:32][CH2:33][CH2:34][N:29]1[C:27](=[O:28])[C:26]1[CH:38]=[CH:39][C:23]([CH3:22])=[CH:24][CH:25]=1)[C:41]1[CH:42]=[CH:43][CH:44]=[CH:45][CH:46]=1. Procedure details: Formula 205 where T is a covalent bond; W, X, Y and Z are —C═; U—V is —N(R6)—CReRf—CRgRh—; R1, R2, R4 and Ra to Rh are H; Rand R6 is p-methyl-benzoyl: A mixture of the compound of Formula 203 (2.66 g, 6.7 mmol), 1M NaOH (27 mL), methanol (54 mL), and dioxane (36 mL) was stirred at room temperature for 7 hours. The solvents were evaporated and the residue portioned between dichloromethane (75 mL), saturated NaCl (50 mL), and concentrated HCl (3 mL). The layers were separated and the organic layer...